This data is from the Open Reaction Database (ORD), a public repository of structured organic reaction records. The task is: describe an organic reaction: reactants, conditions, products, and yield Starting materials: CN1CCC(=O)N(C)c2cnc(Cl)nc21, COc1cc(C(=O)NC2CCN(C)CC2)ccc1N, Cc1ccc(S(=O)(=O)O)cc1. The product is COc1cc(C(=O)NC2CCN(C)CC2)ccc1Nc1ncc2c(n1)N(C)CCC(=O)N2C. Reaction SMILES: [Cl:1][c:2]1[n:3][cH:4][c:5]2[c:11]([n:12]1)[N:10]([CH3:13])[CH2:9][CH2:8][C:7](=[O:14])[N:6]2[CH3:15].[NH2:16][c:17]1[c:18]([O:33][CH3:34])[cH:19][c:20]([C:21](=[O:22])[NH:23][CH:24]2[CH2:25][CH2:26][N:27]([CH3:30])[CH2:28][CH2:29]2)[cH:31][cH:32]1.[c:35]1([CH3:36])[cH:37][cH:38][c:39]([S:40]([OH:41])(=[O:42])=[O:43])[cH:44][cH:45]1>>[c:2]1([NH:16][c:17]2[c:18]([O:33][CH3:34])[cH:19][c:20]([C:21](=[O:22])[NH:23][CH:24]3[CH2:25][CH2:26][N:27]([CH3:30])[CH2:28][CH2:29]3)[cH:31][cH:32]2)[n:3][cH:4][c:5]2[c:11]([n:12]1)[N:10]([CH3:13])[CH2:9][CH2:8][C:7](=[O:14])[N:6]2[CH3:15].